describe an organic reaction: reactants, conditions, products, and yield From a dataset of the Open Reaction Database (ORD), a public repository of structured organic reaction records. The reactants are S(N)(OC[C@H]1[C@H](C[C@@H](C1)OC1=NC=NC(=C1)N[C@H]1[C@H](CC2=CC=CC=C12)OC)O[Si](C)(C)C(C)(C)C)(=O)=O ({(1S,2S,4R)-2-{[tert-butyl(dimethyl)silyl]oxy}-4-[(6-{[(1R,2S)-2-methoxy-2,3-dihydro-1H-inden-1-yl]amino}pyrimidin-4-yl)oxy]cyclopentyl}methyl sulfamate), F.N1=CC=CC=C1 (pyridine hydrofluoride), F.N1=CC=CC=C1 (pyridine hydrofluoride). Solvent: N1=CC=CC=C1 (pyridine), C1CCOC1 (THF). The product is S(N)(OC[C@H]1[C@H](C[C@@H](C1)OC1=NC=NC(=C1)N[C@H]1[C@H](CC2=CC=CC=C12)OC)O)(=O)=O ({(1S,2S,4R)-2-hydroxy-4-[(6-{[(1R,2S)-2-methoxy-2,3-dihydro-1H-inden-1-yl]-amino}pyrimidin-4-yl)oxy]cyclopentyl}methyl sulfamate). Isolated yield 52.5%. Reaction SMILES: [S:1](=[O:38])(=[O:37])([O:3][CH2:4][C@@H:5]1[CH2:9][C@@H:8]([O:10][C:11]2[CH:16]=[C:15]([NH:17][C@@H:18]3[C:26]4[C:21](=[CH:22][CH:23]=[CH:24][CH:25]=4)[CH2:20][C@@H:19]3[O:27][CH3:28])[N:14]=[CH:13][N:12]=2)[CH2:7][C@@H:6]1[O:29][Si](C(C)(C)C)(C)C)[NH2:2].F.N1C=CC=CC=1>N1C=CC=CC=1.C1COCC1>[S:1](=[O:38])(=[O:37])([O:3][CH2:4][C@@H:5]1[CH2:9][C@@H:8]([O:10][C:11]2[CH:16]=[C:15]([NH:17][C@@H:18]3[C:26]4[C:21](=[CH:22][CH:23]=[CH:24][CH:25]=4)[CH2:20][C@@H:19]3[O:27][CH3:28])[N:14]=[CH:13][N:12]=2)[CH2:7][C@@H:6]1[OH:29])[NH2:2] |f:1.2|. Procedure: To a solution of {(1S,2S,4R)-2-{[tert-butyl(dimethyl)silyl]oxy}-4-[(6-{[(1R,2S)-2-methoxy-2,3-dihydro-1H-inden-1-yl]amino}pyrimidin-4-yl)oxy]cyclopentyl}methyl sulfamate (0.239 g, 0.000423 mol) in pyridine (3.44 mL) and THF (3.44 mL) was added pyridine hydrofluoride (0.953 mL, 0.0106 mol) dropwise. After stirring the reaction for 2 hours, an additional amount of pyridine hydrofluoride (0.50 mL, 0.0055 mol) was added. After 2.75 hours the reaction was quenched by slow dropwise addition of saturat... Starting materials: CO, NS(=O)(=O)c1cc2c(s1)S(=O)(=O)C(CC(=O)O)C(=O)N2, O=S(=O)(O)O. Yields the product COC(=O)CC1C(=O)Nc2cc(S(N)(=O)=O)sc2S1(=O)=O. Reaction SMILES: [CH3:26][OH:27].[O:1]=[C:2]1[NH:3][c:4]2[c:5]([s:14][c:15]([S:17]([NH2:18])(=[O:19])=[O:20])[cH:16]2)[S:6](=[O:12])(=[O:13])[CH:7]1[CH2:8][C:9](=[O:10])[OH:11].[S:21](=[O:22])(=[O:23])([OH:24])[OH:25]>>[O:1]=[C:2]1[NH:3][c:4]2[c:5]([s:14][c:15]([S:17]([NH2:18])(=[O:19])=[O:20])[cH:16]2)[S:6](=[O:12])(=[O:13])[CH:7]1[CH2:8][C:9](=[O:10])[O:11][CH3:26]. The reactants are SCO (mercaptomethanol), C(C)(C)(C)C1=CC(=NO1)N1C(N(CC1O)C)=O (3-(5-t-butyl-3-isoxazolyl)-1-methyl-4-hydroxy-2-imidazolidinone), C1(=CC=C(C=C1)S(=O)(=O)O)C (p-toluene sulfonic acid), SCO (mercaptomethanol). The solvent is C(C)(C)(C)O (t-butanol). Conditions: time 17 hour. Product: C(C)(C)(C)C1=CC(=NO1)N1C(N(CC1SC)C)=O (3-(5-t-butyl-3-isoxazolyl)-1-methyl-4-methylthio-2-imidazolidinone). As a reaction SMILES: [C:1]([C:5]1[O:9][N:8]=[C:7]([N:10]2[CH:14](O)[CH2:13][N:12]([CH3:16])[C:11]2=[O:17])[CH:6]=1)([CH3:4])([CH3:3])[CH3:2].C1(C)C=C[C:21]([S:24](O)(=O)=O)=CC=1.SCO>C(O)(C)(C)C>[C:1]([C:5]1[O:9][N:8]=[C:7]([N:10]2[CH:14]([S:24][CH3:21])[CH2:13][N:12]([CH3:16])[C:11]2=[O:17])[CH:6]=1)([CH3:4])([CH3:3])[CH3:2]. Procedure: To a three-necked flask provided with a magnetic stirring bar, dry-ice/acetone condenser and a gas inlet tube were charged 70 grams of 3-(5-t-butyl-3-isoxazolyl)-1-methyl-4-hydroxy-2-imidazolidinone, 5.0 grams of p-toluene sulfonic acid and 700 milliliters of t-butanol. A slow stream of gaseous mercaptomethanol was introduced into the stirred reaction mixture, a total 54 grams of mercaptomethanol being added over a 3 hour period. After 17 hours stirring at room temperature. HPLC and TLC analyses... Starting materials: COC(C(=C)SC)=O.C(C)OC(C(=O)O)=C (2-ethoxyacrylate 2-Methylsulfanyl-acrylic acid methyl ester), C(C1=CC=CC=C1)N(C[Si](C)(C)C)COC (benzyl-methoxymethyl-trimethylsilanylmethyl-amine), FC(C(=O)O)(F)F (trifluoroacetic acid). Solvent: ClCCl (dichloromethane). Conditions: time 8 hour. Yields the product COC(=O)C1(CN(CC1)CC1=CC=CC=C1)SC (1-benzyl-3-methylsulfanyl-pyrrolidine-3-carboxylic acid methyl ester). Reaction SMILES: [CH3:1][O:2][C:3](=[O:8])[C:4]([S:6][CH3:7])=[CH2:5].C(OC(=C)C(O)=O)C.[CH2:17]([N:24]([CH2:30]OC)[CH2:25][Si](C)(C)C)[C:18]1[CH:23]=[CH:22][CH:21]=[CH:20][CH:19]=1.FC(F)(F)C(O)=O>ClCCl>[CH3:1][O:2][C:3]([C:4]1([S:6][CH3:7])[CH2:5][CH2:25][N:24]([CH2:17][C:18]2[CH:19]=[CH:20][CH:21]=[CH:22][CH:23]=2)[CH2:30]1)=[O:8] |f:0.1|. Procedure details: To a stirred solution of 2-ethoxyacrylate 2-Methylsulfanyl-acrylic acid methyl ester 6BP (136 g, 1.03 mol) and benzyl-methoxymethyl-trimethylsilanylmethyl-amine 7BP (290 g, 1.22 mol) in dichloromethane (2.7 L ml) was added at 0° C. a solution of trifluoroacetic acid (26 mL, 0.3 mol). The resulting solution was warmed to room temperature and stirred for one overnight. The crude product was purified by column chromatography on silica gel eluting with a solution of ethyl acetate in hexane (1:4) to ... The reactants are N1C=CC2=C(C=CC=C12)CCCO (3-(1H-indol-4-yl)propan-1-ol), C1(=CC=CC=C1)S (thiophenol), [I-].[K+] (potassium iodide), II (iodine). The solvent is C(C)(=O)OCC (ethyl acetate), C(C)O (ethanol), C(C)O (ethanol), O (water). Reaction conditions: temperature 65 celsius. The product is C1(=CC=CC=C1)SC1=CNC2=CC=CC(=C12)CCCO (3-(3-(phenylthio)-1H-indol-4-yl]propan-1-ol). Isolated yield 71.3%. As a reaction SMILES: [NH:1]1[C:9]2[C:4](=[C:5]([CH2:10][CH2:11][CH2:12][OH:13])[CH:6]=[CH:7][CH:8]=2)[CH:3]=[CH:2]1.[C:14]1([SH:20])[CH:19]=[CH:18][CH:17]=[CH:16][CH:15]=1.[I-].[K+].II>C(O)C.O.C(OCC)(=O)C>[C:14]1([S:20][C:3]2[C:4]3[C:9](=[CH:8][CH:7]=[CH:6][C:5]=3[CH2:10][CH2:11][CH2:12][OH:13])[NH:1][CH:2]=2)[CH:19]=[CH:18][CH:17]=[CH:16][CH:15]=1 |f:2.3|. Procedure details: To a solution of 3-(1H-indol-4-yl)propan-1-ol (0.91 g, 5.19 mmol) and thiophenol (0.53 mL, 5.19 mmol) in absolute ethanol (30 mL) was added a solution of potassium iodide (0.862 g, 5.19 mmol) and iodine (1.318 g, 5.19 mmol) in ethanol (7.5 mL) and water (22.5 mL) over 5 minutes, and the reaction was then heated at 65° C. for 5.5 hours. The cooled reaction mixture was diluted with ethyl acetate (250 mL), washed with 5% aqueous Na2S2O3 solution (250 mL), water (250 mL) and brine (250 mL), dried (N... Reactants: Cc1oc(Cc2ccccc2Br)c(C(=O)c2ccc(O)c(C3CCCC3)c2)c1C, O=C(O)c1ccc(S(=O)(=O)Cl)cc1O. The product is Cc1oc(Cc2ccccc2Br)c(C(=O)c2ccc(OS(=O)(=O)c3ccc(C(=O)O)c(O)c3)c(C3CCCC3)c2)c1C. RXN SMILES: [Br:1][c:2]1[c:3]([CH2:4][c:5]2[o:6][c:7]([CH3:25])[c:8]([CH3:24])[c:9]2[C:10](=[O:11])[c:12]2[cH:13][c:14]([CH:19]3[CH2:20][CH2:21][CH2:22][CH2:23]3)[c:15]([OH:18])[cH:16][cH:17]2)[cH:26][cH:27][cH:28][cH:29]1.[Cl:30][S:31](=[O:32])(=[O:33])[c:34]1[cH:35][c:36]([OH:43])[c:37]([C:38](=[O:39])[OH:40])[cH:41][cH:42]1>>[Br:1][c:2]1[c:3]([CH2:4][c:5]2[o:6][c:7]([CH3:25])[c:8]([CH3:24])[c:9]2[C:10](=[O:11])[c:12]2[cH:13][c:14]([CH:19]3[CH2:20][CH2:21][CH2:22][CH2:23]3)[c:15]([O:18][S:31](=[O:32])(=[O:33])[c:34]3[cH:35][c:36]([OH:43])[c:37]([C:38](=[O:39])[OH:40])[cH:41][cH:42]3)[cH:16][cH:17]2)[cH:26][cH:27][cH:28][cH:29]1. Reactants: C(C)N (ethylamine), OC=1C=C(C=O)C=CC1 (3-hydroxy-benzaldehyde). Yields the product C(C)NCC=1C=C(C=CC1)O (3-Ethylaminomethyl-phenol). As a reaction SMILES: [CH2:1]([NH2:3])[CH3:2].[OH:4][C:5]1[CH:6]=[C:7]([CH:10]=[CH:11][CH:12]=1)[CH:8]=O>>[CH2:1]([NH:3][CH2:8][C:7]1[CH:6]=[C:5]([OH:4])[CH:12]=[CH:11][CH:10]=1)[CH3:2]. Reported procedure: prepared by reaction of ethylamine with 3-hydroxy-benzaldehyde The product is Cl.N1=C(C=CC=C1)CNC(=O)NC=1C=C(C=CC1)C1=CC(=CC=C1)OC[C@H](N)C(=O)OC (Methyl O-[3′-({[(2-pyridinylmethyl)amino]carbonyl}amino)-1,1′-biphenyl-3-yl]-L-serinate hydrochloride). Starting materials: solution, Cl (hydrochloric acid), C1(=CC=CC=C1)C(N[C@@H](COC=1C=C(C=CC1)C1=CC(=CC=C1)NC(=O)NCC1=NC=CC=C1)C(=O)OC)(C1=CC=CC=C1)C1=CC=CC=C1 (Methyl N-triphenylmethyl-O-[3′-({[(2-pyridinylmethyl)amino]carbonyl}amino)-1,1′-biphenyl-3-yl]-L-serinate). Run at time 3.5 hour. Reaction SMILES: C1(C(C2C=CC=CC=2)(C2C=CC=CC=2)[NH:8][C@H:9]([C:35]([O:37][CH3:38])=[O:36])[CH2:10][O:11][C:12]2[CH:13]=[C:14]([C:18]3[CH:23]=[CH:22][CH:21]=[C:20]([NH:24][C:25]([NH:27][CH2:28][C:29]4[CH:34]=[CH:33][CH:32]=[CH:31][N:30]=4)=[O:26])[CH:19]=3)[CH:15]=[CH:16][CH:17]=2)C=CC=CC=1.[ClH:51]>O1CCOCC1>[ClH:51].[N:30]1[CH:31]=[CH:32][CH:33]=[CH:34][C:29]=1[CH2:28][NH:27][C:25]([NH:24][C:20]1[CH:19]=[C:18]([C:14]2[CH:15]=[CH:16][CH:17]=[C:12]([O:11][CH2:10][C@@H:9]([C:35]([O:37][CH3:38])=[O:36])[NH2:8])[CH:13]=2)[CH:23]=[CH:22][CH:21]=1)=[O:26] |f:3.4|. The solvent is O1CCOCC1 (dioxane), O1CCOCC1 (dioxane). Procedure: The compound of Example 9 (1369,8 mg, 2.07 mmol, 1 equiv) was dissolved in dioxane (4 mL) and treated with a 1M solution of hydrochloric acid in dioxane (4.5 mL, 4.5 mmol, 2.2 equiv) at room temperature. The reaction mixture was stirred for 3.5 h at ambient temperature. The solvents were removed under reduced pressure and the crude product was titurated with diethylether. The white precipitate was filtered off and dried in vacuuo. Yield 615.4 mg, 65.2% of a white solid. 1H NMR (DMSO, 200 MHz) δ ...